This data is from the Open Reaction Database (ORD), a public repository of structured organic reaction records. The task is: describe an organic reaction: reactants, conditions, products, and yield The reactants are COCCOCc1cc2cnc(SC)nc2n(C2CCCC2)c1=O, ClCCl, O=S(=O)(c1ccccc1)N1OC1c1ccccc1. Yields the product COCCOCc1cc2cnc(S(C)=O)nc2n(C2CCCC2)c1=O. As a reaction SMILES: [CH:1]1([n:6]2[c:7](=[O:24])[c:8]([CH2:18][O:19][CH2:20][CH2:21][O:22][CH3:23])[cH:9][c:10]3[c:11]2[n:12][c:13]([S:16][CH3:17])[n:14][cH:15]3)[CH2:2][CH2:3][CH2:4][CH2:5]1.[Cl:43][CH2:44][Cl:45].[c:25]1([S:26]([N:27]2[CH:28]([c:29]3[cH:30][cH:31][cH:33][cH:34][cH:35]3)[O:36]2)(=[O:32])=[O:37])[cH:38][cH:39][cH:40][cH:41][cH:42]1>>[CH:1]1([n:6]2[c:7](=[O:24])[c:8]([CH2:18][O:19][CH2:20][CH2:21][O:22][CH3:23])[cH:9][c:10]3[c:11]2[n:12][c:13]([S:16]([CH3:17])=[O:32])[n:14][cH:15]3)[CH2:2][CH2:3][CH2:4][CH2:5]1. Starting materials: Cl (hydrochloric acid), O1C(=CC=C1)C(=O)Cl (2-Furoyl chloride), CNC(NN)=S (4-methyl-3-thiosemicarbazide), C([O-])(O)=O.[Na+] (sodium bicarbonate). Solvent: C(C)(=O)OCC (ethyl acetate), N1=CC=CC=C1 (pyridine). Conditions: time 4 hour. Product: O1C(=CC=C1)C=1N(C(=NN1)S)C (5-Furan-2-yl-4-methyl-4H-[1,2,4]triazole-3-thiol). RXN SMILES: [O:1]1[CH:5]=[CH:4][CH:3]=[C:2]1[C:6](Cl)=O.[CH3:9][NH:10][C:11](=[S:14])[NH:12][NH2:13].C(=O)(O)[O-].[Na+].Cl>C(OCC)(=O)C.N1C=CC=CC=1>[O:1]1[CH:5]=[CH:4][CH:3]=[C:2]1[C:6]1[N:10]([CH3:9])[C:11]([SH:14])=[N:12][N:13]=1 |f:2.3|. Procedure: 2-Furoyl chloride (0.76 ml, 7.66 mmol) was added in a dropwise manner to a solution of 4-methyl-3-thiosemicarbazide (732 mg, 6.96 mmol) and pyridine (7 ml) and the resulting solution was stirred at room temperature for 4 h. The reaction mixture was diluted with ethyl acetate (100 ml), successively washed with water (3×100 ml) and brine (100 ml). The organic phase was dried (sodium sulfate), filtered and concentrated in-vacuo. The residue was suspended in sodium bicarbonate (70 ml, 69.6 mmol, 1 M... Yields the product O=[N+]([O-])CCc1ccc(COc2ccccn2)cc1. As a reaction SMILES: [BH4-:24].[CH3:20][C:21](=[O:22])[OH:23].[CH3:26][S:27]([CH3:28])=[O:29].[N+:1](=[O:2])([O-:3])[CH:4]=[CH:5][c:6]1[cH:7][cH:8][c:9]([CH2:10][O:11][c:12]2[n:13][cH:14][cH:15][cH:16][cH:17]2)[cH:18][cH:19]1.[Na+:25]>>[N+:1](=[O:2])([O-:3])[CH2:4][CH2:5][c:6]1[cH:7][cH:8][c:9]([CH2:10][O:11][c:12]2[n:13][cH:14][cH:15][cH:16][cH:17]2)[cH:18][cH:19]1. Starting materials: [BH4-], CC(=O)O, CS(C)=O, O=[N+]([O-])C=Cc1ccc(COc2ccccn2)cc1, [Na+]. The reactants are C(CCCCC)(=O)OC(C)C1=CC=C(C(=O)O)C=C1 ((+)-4-(1-hexanoyloxyethyl)benzoic acid), N1=CC=CC=C1 (pyridine), OC1=CC=C(C=C1)C1=NC=C(C=N1)OCCCCCCCCCC (2-(4-hydroxyphenyl)-5-decyloxypyrimidine), acid chloride. The solvent is O (water). Product: C(CCCCC)(=O)OC(C)C1=CC=C(C(=O)OC2=CC=C(C=C2)C2=NC=C(C=N2)OCCCCCCCCCC)C=C1 (4-(5-decyloxy-2-pyrimidyl)phenyl (+)-4-(1-hexanoyloxyethyl)benzoate). The yield is 96.0%. RXN SMILES: N1C=CC=CC=1.[OH:7][C:8]1[CH:13]=[CH:12][C:11]([C:14]2[N:19]=[CH:18][C:17]([O:20][CH2:21][CH2:22][CH2:23][CH2:24][CH2:25][CH2:26][CH2:27][CH2:28][CH2:29][CH3:30])=[CH:16][N:15]=2)=[CH:10][CH:9]=1.[C:31]([O:38][CH:39]([C:41]1[CH:49]=[CH:48][C:44]([C:45](O)=[O:46])=[CH:43][CH:42]=1)[CH3:40])(=[O:37])[CH2:32][CH2:33][CH2:34][CH2:35][CH3:36]>O>[C:31]([O:38][CH:39]([C:41]1[CH:49]=[CH:48][C:44]([C:45]([O:7][C:8]2[CH:9]=[CH:10][C:11]([C:14]3[N:19]=[CH:18][C:17]([O:20][CH2:21][CH2:22][CH2:23][CH2:24][CH2:25][CH2:26][CH2:27][CH2:28][CH2:29][CH3:30])=[CH:16][N:15]=3)=[CH:12][CH:13]=2)=[O:46])=[CH:43][CH:42]=1)[CH3:40])(=[O:37])[CH2:32][CH2:33][CH2:34][CH2:35][CH3:36]. Procedure details: Into 20 ml of pyridine were dissolved 1.97 g (6 millimoles) of 2-(4-hydroxyphenyl)-5-decyloxypyrimidine, and then 1.41 g (5 millimoles) of an acid chloride derived from (+)-4-(1-hexanoyloxyethyl)benzoic acid were added thereto, to subject to reaction at 30° to 40° C. for 2 hours. After completion of the reaction, the reaction mixture was poured into 200 ml of water, adjusted to pH 3 to 4 with hydrochlolic acid, followed by extraction with 200 ml of toluene, and the organic phase was washed with ... The reactants are [BH4-], CO, O=C1c2ccccc2C(=O)N1CC1CC1, ClCCl, [K+]. Product: O=C1c2ccccc2C(O)N1CC1CC1. RXN SMILES: [BH4-:18].[CH3:16][OH:17].[CH:1]1([CH2:4][N:5]2[C:6](=[O:15])[c:7]3[c:8]([cH:11][cH:12][cH:13][cH:14]3)[C:9]2=[O:10])[CH2:2][CH2:3]1.[Cl:20][CH2:21][Cl:22].[K+:19]>>[CH:1]1([CH2:4][N:5]2[C:6](=[O:15])[c:7]3[c:8]([cH:11][cH:12][cH:13][cH:14]3)[CH:9]2[OH:10])[CH2:2][CH2:3]1. The reactants are COC(=O)C1(CCCCCC1)NC(C1=CC(=C(C=C1)Cl)O)=O (1-(4-Chloro-3-hydroxy-benzoylamino)-cycloheptanecarboxylic acid methyl ester), C1(=CC(=CC=C1)CCO)C (2-m-tolylethanol). The product is ClC1=C(C=C(C(=O)NC2(CCCCCC2)C(=O)O)C=C1)OCCC=1C=C(C=CC1)C (1-[4-Chloro-3-(2-m-tolyl-ethoxy)-benzoylamino]-cycloheptanecarboxylic acid). Reaction SMILES: C[O:2][C:3]([C:5]1([NH:12][C:13](=[O:22])[C:14]2[CH:19]=[CH:18][C:17]([Cl:20])=[C:16]([OH:21])[CH:15]=2)[CH2:11][CH2:10][CH2:9][CH2:8][CH2:7][CH2:6]1)=[O:4].[C:23]1([CH3:32])[CH:28]=[CH:27][CH:26]=[C:25]([CH2:29][CH2:30]O)[CH:24]=1>>[Cl:20][C:17]1[CH:18]=[CH:19][C:14]([C:13]([NH:12][C:5]2([C:3]([OH:2])=[O:4])[CH2:11][CH2:10][CH2:9][CH2:8][CH2:7][CH2:6]2)=[O:22])=[CH:15][C:16]=1[O:21][CH2:30][CH2:29][C:25]1[CH:24]=[C:23]([CH3:32])[CH:28]=[CH:27][CH:26]=1. Procedure details: The compound of step 3 was etherified with 2-m-tolylethanol in analogy to step 1 of example 1, and the intermediate was hydrolyzed in analogy to step 4 of example 1 to yield the title compound. Reactants: P(O)(O)(O)=O (phosphoric acid), C(C)(C)O (isopropanol), FC1=C(C=CC(=C1)N1C(O[C@H](C1)CNC(C)=O)=O)C1=CC=C(C=C1)CNCC1=CN=NN1 (N-{[(5S)-3-(2-fluoro-4′-{[(1H-1,2,3-triazol-5-ylmethyl)amino]methyl}biphenyl-4-yl)-2-oxo-1,3-oxazolidin-5-yl]methyl}acetamide). Run in C(C)O (ethanol), ClCCl (dichloromethane), C(C)O (ethanol). Run at time 10 minute. Product: P(=O)(O)(O)O.FC1=C(C=CC(=C1)N1C(O[C@H](C1)CNC(C)=O)=O)C1=CC=C(C=C1)CNCC1=CN=NN1 (N-{[(5S)-3-(2-fluoro-4′-{[(1H-1,2,3-triazol-5-ylmethyl)amino]methyl}biphenyl-4-yl)-2-oxo-1,3-oxazolidin-5-yl]methyl}acetamide monophosphate). The yield is 94.2%. As a reaction SMILES: [F:1][C:2]1[CH:7]=[C:6]([N:8]2[CH2:12][C@H:11]([CH2:13][NH:14][C:15](=[O:17])[CH3:16])[O:10][C:9]2=[O:18])[CH:5]=[CH:4][C:3]=1[C:19]1[CH:24]=[CH:23][C:22]([CH2:25][NH:26][CH2:27][C:28]2[NH:32][N:31]=[N:30][CH:29]=2)=[CH:21][CH:20]=1.[P:33](=[O:37])([OH:36])([OH:35])[OH:34].C(O)(C)C>C(O)C.ClCCl>[P:33]([OH:37])([OH:36])([OH:35])=[O:34].[F:1][C:2]1[CH:7]=[C:6]([N:8]2[CH2:12][C@H:11]([CH2:13][NH:14][C:15](=[O:17])[CH3:16])[O:10][C:9]2=[O:18])[CH:5]=[CH:4][C:3]=1[C:19]1[CH:24]=[CH:23][C:22]([CH2:25][NH:26][CH2:27][C:28]2[NH:32][N:31]=[N:30][CH:29]=2)=[CH:21][CH:20]=1 |f:5.6|. Procedure details: To a stirred suspension of N-{[(5S)-3-(2-fluoro-4′-{[(1H-1,2,3-triazol-5-ylmethyl)amino]methyl}biphenyl-4-yl)-2-oxo-1,3-oxazolidin-5-yl]methyl}acetamide (50.69 mg, 0.116 mmol) in ethanol (1.0 mL) and dichloromethane (0.6 mL) was added 0.5 M phosphoric acid in isopropanol (0.6 mL, 0.30 mmol), and the resulting mixture stirred at room temperature for 10 min. The solvent volume was reduced to about 0.7 mL, ethanol (0.9 mL) was added, and the resulting mixture was refluxed for 20 min. The mixture wa... Reactants: C(C)OC(CCNC(=O)NC=1SC(=C(N1)C)C1=CC=C(C=C1)S(N(C)C)(=O)=O)=O (3-{3-[5-(4-dimethylsulfamoyl-phenyl)-4-methyl-thiazol-2-yl]-ureido}-propionic acid ethyl ester), [OH-].[Na+] (sodium hydroxide), Cl (hydrochloric acid). Solvent: CO (methanol). Yields the product CN(S(=O)(=O)C1=CC=C(C=C1)C1=C(N=C(S1)NC(NCCC(=O)O)=O)C)C (3-{3-[5-(4-Dimethylsulfamoyl-phenyl)-4-methyl-thiazol-2-yl]-ureido}-propionic acid). As a reaction SMILES: C([O:3][C:4](=[O:29])[CH2:5][CH2:6][NH:7][C:8]([NH:10][C:11]1[S:12][C:13]([C:17]2[CH:22]=[CH:21][C:20]([S:23](=[O:28])(=[O:27])[N:24]([CH3:26])[CH3:25])=[CH:19][CH:18]=2)=[C:14]([CH3:16])[N:15]=1)=[O:9])C.[OH-].[Na+].Cl>CO>[CH3:26][N:24]([CH3:25])[S:23]([C:20]1[CH:21]=[CH:22][C:17]([C:13]2[S:12][C:11]([NH:10][C:8](=[O:9])[NH:7][CH2:6][CH2:5][C:4]([OH:29])=[O:3])=[N:15][C:14]=2[CH3:16])=[CH:18][CH:19]=1)(=[O:27])=[O:28] |f:1.2|. Procedure details: To a stirred solution of 3-{3-[5-(4-dimethylsulfamoyl-phenyl)-4-methyl-thiazol-2-yl]-ureido}-propionic acid ethyl ester (Example 24) in methanol (5 ml) is added dropwise sodium hydroxide (2M, 3 ml) over 2 minutes. The reaction mixture is heated at reflux overnight and then allowed to cool to room temperature. The mixture is neutralised with hydrochloric acid (2M, 3 ml) and the resulting precipitate is filtered, washed with water (20 ml) and dried in vacuo to yield the titled compound. Reactants: CCCCCCC(COc1ccc(-c2ccc(C(F)(F)F)cc2)cc1)c1ccc(C(=O)NCCC(=O)OC)cc1, CCOCC, Cl, [Na+], C1CCOC1, [OH-], O. Product: CCCCCCC(COc1ccc(-c2ccc(C(F)(F)F)cc2)cc1)c1ccc(C(=O)NCCC(=O)O)cc1. Reaction SMILES: [CH3:1][O:2][C:3]([CH2:4][CH2:5][NH:6][C:7]([c:8]1[cH:9][cH:10][c:11]([CH:14]([CH2:15][CH2:16][CH2:17][CH2:18][CH2:19][CH3:20])[CH2:21][O:22][c:23]2[cH:24][cH:25][c:26](-[c:29]3[cH:30][cH:31][c:32]([C:35]([F:36])([F:37])[F:38])[cH:33][cH:34]3)[cH:27][cH:28]2)[cH:12][cH:13]1)=[O:39])=[O:40].[CH3:49][CH2:50][O:51][CH2:52][CH3:53].[ClH:43].[Na+:42].[O:44]1[CH2:45][CH2:46][CH2:47][CH2:48]1.[OH-:41].[OH2:54]>>[O:2]=[C:3]([CH2:4][CH2:5][NH:6][C:7]([c:8]1[cH:9][cH:10][c:11]([CH:14]([CH2:15][CH2:16][CH2:17][CH2:18][CH2:19][CH3:20])[CH2:21][O:22][c:23]2[cH:24][cH:25][c:26](-[c:29]3[cH:30][cH:31][c:32]([C:35]([F:36])([F:37])[F:38])[cH:33][cH:34]3)[cH:27][cH:28]2)[cH:12][cH:13]1)=[O:39])[OH:40].